This data is from the Open Reaction Database (ORD), a public repository of structured organic reaction records. The task is: describe an organic reaction: reactants, conditions, products, and yield The reactants are CS(=O)(=O)C=1C=C2C=CNC2=CC1 (5-(methylsulfonyl)-1H-indole), ClC1=CC=CC(=N1)OC1CCN(CC1)C(=O)OC(C)(C)C (tert-butyl 4-((6-chloropyridin-2-yl)oxy)piperidine-1-carboxylate), CS(=O)(=O)C=1C=C2C=CNC2=CC1 (5-(methylsulfonyl)-1H-indole), ClC1=CC=CC(=N1)OC1CCN(CC1)C(=O)OC(C)(C)C (tert-butyl 4-((6-chloropyridin-2-yl)oxy)piperidine-1-carboxylate). Product: C(C)(C)(C)OC(=O)N1CCC(CC1)OC1=NC(=CC=C1)N1C=CC2=CC(=CC=C12)S(=O)(=O)C (tert-Butyl-4-((6-(5-(methylsulfonyl)-1H-indol-1-yl)pyridin-2-yl)oxy)-piperidine-1-carboxylate). As a reaction SMILES: [CH3:1][S:2]([C:5]1[CH:6]=[C:7]2[C:11](=[CH:12][CH:13]=1)[NH:10][CH:9]=[CH:8]2)(=[O:4])=[O:3].Cl[C:15]1[N:20]=[C:19]([O:21][CH:22]2[CH2:27][CH2:26][N:25]([C:28]([O:30][C:31]([CH3:34])([CH3:33])[CH3:32])=[O:29])[CH2:24][CH2:23]2)[CH:18]=[CH:17][CH:16]=1>>[C:31]([O:30][C:28]([N:25]1[CH2:26][CH2:27][CH:22]([O:21][C:19]2[CH:18]=[CH:17][CH:16]=[C:15]([N:10]3[C:11]4[C:7](=[CH:6][C:5]([S:2]([CH3:1])(=[O:4])=[O:3])=[CH:13][CH:12]=4)[CH:8]=[CH:9]3)[N:20]=2)[CH2:23][CH2:24]1)=[O:29])([CH3:34])([CH3:32])[CH3:33]. Procedure: The title compound was prepared by following the similar procedure as described in Example-1 by using 5-(methylsulfonyl)-1H-indole (intermediate 21) and tert-butyl 4-((6-chloropyridin-2-yl)oxy)piperidine-1-carboxylate (intermediate 42) (0.19 g, 63%). The reactants are CO, Cc1nc(NNC(=O)C(CC2CCCC2)CN(C=O)OCc2ccccc2)c(F)c(N2CCC2)n1. The product is Cc1nc(NNC(=O)C(CC2CCCC2)CN(O)C=O)c(F)c(N2CCC2)n1. As a reaction SMILES: [CH3:36][OH:37].[N:1]1([c:5]2[c:6]([F:35])[c:7]([NH:12][NH:13][C:14]([CH:15]([CH2:16][N:17]([CH:18]=[O:19])[O:20][CH2:21][c:22]3[cH:23][cH:24][cH:25][cH:26][cH:27]3)[CH2:28][CH:29]3[CH2:30][CH2:31][CH2:32][CH2:33]3)=[O:34])[n:8][c:9]([CH3:11])[n:10]2)[CH2:2][CH2:3][CH2:4]1>>[N:1]1([c:5]2[c:6]([F:35])[c:7]([NH:12][NH:13][C:14]([CH:15]([CH2:16][N:17]([CH:18]=[O:19])[OH:20])[CH2:28][CH:29]3[CH2:30][CH2:31][CH2:32][CH2:33]3)=[O:34])[n:8][c:9]([CH3:11])[n:10]2)[CH2:2][CH2:3][CH2:4]1. Reactants: C(C)(C)(C)OC(=O)N[C@@H]1CN(CC1)C(=O)OCC1=CC=CC=C1 ((S)-benzyl 3-(tert-butoxycarbonylamino)pyrrolidine-1-carboxylate), IC (iodomethane), [H-].[Na+] (sodium hydride), oil. Run in CN(C)C=O (DMF), O (water), CN(C)C=O (DMF). Conditions: temperature 0 celsius, time 1 hour. Yields the product C(C)(C)(C)OC(=O)N([C@@H]1CN(CC1)C(=O)OCC1=CC=CC=C1)C ((S)-benzyl 3-(tert-butoxycarbonyl(methyl)amino)pyrrolidine-1-carboxylate). The yield is 69.0%. Reaction SMILES: [H-].[Na+].[C:3]([O:7][C:8]([NH:10][C@H:11]1[CH2:15][CH2:14][N:13]([C:16]([O:18][CH2:19][C:20]2[CH:25]=[CH:24][CH:23]=[CH:22][CH:21]=2)=[O:17])[CH2:12]1)=[O:9])([CH3:6])([CH3:5])[CH3:4].I[CH3:27]>CN(C=O)C.O>[C:3]([O:7][C:8]([N:10]([CH3:27])[C@H:11]1[CH2:15][CH2:14][N:13]([C:16]([O:18][CH2:19][C:20]2[CH:25]=[CH:24][CH:23]=[CH:22][CH:21]=2)=[O:17])[CH2:12]1)=[O:9])([CH3:6])([CH3:4])[CH3:5] |f:0.1|. Reported procedure: To a suspension of 60% dispersion of sodium hydride in mineral oil (1.5 g, 37.5 mmol) in anhydrous DMF (20 mL) cooled on an ice-bath to 0° C. was added dropwise a solution of (S)-benzyl 3-(tert-butoxycarbonylamino)pyrrolidine-1-carboxylate (10 g, 31.2 mmol) in anhydrous DMF (100 mL). The resulting mixture was stirred at 0° C. for 1 hour then at ambient temperature for 2 hours. The mixture was subsequently cooled to 0° C. and treated dropwise with iodomethane (2.1 mL, 34.3 mmol), and the mixture ... The reactants are C1CCN2CCC(CC12)C1=CNC2=CC=NC=C12 (3-(octahydro-7-indolizinyl)-1-H-5-azaindole), C1(=CC=CC2=CC=CC=C12)S(=O)(=O)Cl (1-naphthalenesulfonyl chloride), C[Si](C)(C)[N-][Si](C)(C)C.[Na+] (NaN(TMS)2). The solvent is C1CCOC1 (THF). Yields the product C1CCN2CCC(CC12)C1=CN(C2=CC=NC=C12)S(=O)(=O)C1=CC=CC2=CC=CC=C12 (3-(Octahydro-7-indolizinyl)-1-(1-naphthalenesulfonyl)-5-azaindole). As a reaction SMILES: [CH2:1]1[CH:9]2[N:4]([CH2:5][CH2:6][CH:7]([C:10]3[C:18]4[C:13](=[CH:14][CH:15]=[N:16][CH:17]=4)[NH:12][CH:11]=3)[CH2:8]2)[CH2:3][CH2:2]1.[C:19]1([S:29](Cl)(=[O:31])=[O:30])[C:28]2[C:23](=[CH:24][CH:25]=[CH:26][CH:27]=2)[CH:22]=[CH:21][CH:20]=1.C[Si]([N-][Si](C)(C)C)(C)C.[Na+]>C1COCC1>[CH2:1]1[CH:9]2[N:4]([CH2:5][CH2:6][CH:7]([C:10]3[C:18]4[C:13](=[CH:14][CH:15]=[N:16][CH:17]=4)[N:12]([S:29]([C:19]4[C:28]5[C:23](=[CH:24][CH:25]=[CH:26][CH:27]=5)[CH:22]=[CH:21][CH:20]=4)(=[O:31])=[O:30])[CH:11]=3)[CH2:8]2)[CH2:3][CH2:2]1 |f:2.3|. Procedure: from 3-(octahydro-7-indolizinyl)-1-H-5-azaindole (10 mg, 0.0415 mmol), 1-naphthalenesulfonyl chloride (17.2 mg, 0.0828 mmol) and 1M NaN(TMS)2 (100 μL, 0.10 mmol) in THF (0.5 mL) at RT. The reactants are [Br-], C1CCOC1, CC(C)(C)[O-], C[P+](c1ccccc1)(c1ccccc1)c1ccccc1, COc1ccc2c(c1)C(NC(=O)C(F)(F)F)CC2=O, [K+], COc1ccc2c(c1)C(N=[N+]=[N-])C(O)C2, O. Yields the product C=C1CC(NC(=O)C(F)(F)F)c2cc(OC)ccc21. As a reaction SMILES: [Br-:42].[CH2:63]1[O:64][CH2:65][CH2:66][CH2:67]1.[CH3:16][C:17]([CH3:18])([O-:19])[CH3:20].[CH3:43][P+:44]([c:45]1[cH:46][cH:47][cH:48][cH:49][cH:50]1)([c:51]1[cH:52][cH:53][cH:54][cH:55][cH:56]1)[c:57]1[cH:58][cH:59][cH:60][cH:61][cH:62]1.[F:22][C:23]([C:24](=[O:25])[NH:26][CH:27]1[CH2:28][C:29](=[O:38])[c:30]2[cH:31][cH:32][c:33]([O:36][CH3:37])[cH:34][c:35]21)([F:39])[F:40].[K+:21].[N:1]([CH:4]1[c:2]2[c:3]([cH:5][cH:6][c:7]([O:8][CH3:9])[cH:10]2)[CH2:11][CH:12]1[OH:13])=[N+:14]=[N-:15].[OH2:41]>>[CH2:4]=[C:29]1[CH2:28][CH:27]([NH:26][C:24]([C:23]([F:22])([F:39])[F:40])=[O:25])[c:35]2[c:30]1[cH:31][cH:32][c:33]([O:36][CH3:37])[cH:34]2. Starting materials: CC(=O)O[BH-](OC(C)=O)OC(C)=O, C1CCNCC1, COc1cc(OC2CCCCO2)cc(C)c1C=O, ClCCl, [Na+]. Product: COc1cc(OC2CCCCO2)cc(C)c1CN1CCCCC1. Reaction SMILES: [C:25]([O:26][BH-:27]([O:28][C:29](=[O:30])[CH3:31])[O:32][C:33](=[O:34])[CH3:35])(=[O:36])[CH3:37].[CH2:19]1[CH2:20][CH2:21][NH:22][CH2:23][CH2:24]1.[CH3:1][O:2][c:3]1[c:4]([CH:5]=[O:6])[c:7]([CH3:18])[cH:8][c:9]([O:11][CH:12]2[O:13][CH2:14][CH2:15][CH2:16][CH2:17]2)[cH:10]1.[Cl:39][CH2:40][Cl:41].[Na+:38]>>[CH3:1][O:2][c:3]1[c:4]([CH2:5][N:22]2[CH2:21][CH2:20][CH2:19][CH2:24][CH2:23]2)[c:7]([CH3:18])[cH:8][c:9]([O:11][CH:12]2[O:13][CH2:14][CH2:15][CH2:16][CH2:17]2)[cH:10]1. Reactants: BrCCC1(OC2=C(C1)C(=C(C(=C2C)C)NC(OC(C)(C)C)=O)C)C (tert-butyl [2-(2-bromoethyl)-2,3-dihydro-2,4,6,7-tetramethylbenzofuran-5-yl]carbamate), C1(=CC=CC=C1)C(OCCC1CCNCC1)C1=CC=CC=C1 (4-(2-(diphenylmethoxy)ethyl]piperidine). The product is C1(=CC=CC=C1)C(OCCC1CCN(CC1)CCC1(OC2=C(C1)C(=C(C(=C2C)C)NC(OC(C)(C)C)=O)C)C)C2=CC=CC=C2 (Tert-butyl [2-[2-[4-[2-(diphenylmethoxy)ethyl]-1-piperidinyl]ethyl]-2,3-dihydro-2,4,6,7-tetramethylbenzofuran-5-yl]carbamate). Isolated yield 83.0%. As a reaction SMILES: Br[CH2:2][CH2:3][C:4]1([CH3:24])[CH2:8][C:7]2[C:9]([CH3:23])=[C:10]([NH:15][C:16](=[O:22])[O:17][C:18]([CH3:21])([CH3:20])[CH3:19])[C:11]([CH3:14])=[C:12]([CH3:13])[C:6]=2[O:5]1.[C:25]1([CH:31]([C:41]2[CH:46]=[CH:45][CH:44]=[CH:43][CH:42]=2)[O:32][CH2:33][CH2:34][CH:35]2[CH2:40][CH2:39][NH:38][CH2:37][CH2:36]2)[CH:30]=[CH:29][CH:28]=[CH:27][CH:26]=1>>[C:25]1([CH:31]([C:41]2[CH:46]=[CH:45][CH:44]=[CH:43][CH:42]=2)[O:32][CH2:33][CH2:34][CH:35]2[CH2:40][CH2:39][N:38]([CH2:2][CH2:3][C:4]3([CH3:24])[CH2:8][C:7]4[C:9]([CH3:23])=[C:10]([NH:15][C:16](=[O:22])[O:17][C:18]([CH3:21])([CH3:20])[CH3:19])[C:11]([CH3:14])=[C:12]([CH3:13])[C:6]=4[O:5]3)[CH2:37][CH2:36]2)[CH:26]=[CH:27][CH:28]=[CH:29][CH:30]=1. Reported procedure: Using tert-butyl [2-(2-bromoethyl)-2,3-dihydro-2,4,6,7-tetramethylbenzofuran-5-yl]carbamate and 4-(2-(diphenylmethoxy)ethyl]piperidine, the procedure of Reference Example 58 was otherwise repeated to provide the title compound. Yield 83%. The reactants are OCCC=1N=C2N(C=CC=C2)C1 (2-(2-hydroxyethyl)imidazo[1,2-a]pyridine), N(=NC(=O)N1CCCCC1)C(=O)N1CCCCC1 (1,1'-(azodicarbonyl)dipiperidine), OC1=CC=C(CC2C(N(C(S2)=O)C(C2=CC=CC=C2)(C2=CC=CC=C2)C2=CC=CC=C2)=O)C=C1 (5-(4-hydroxybenzyl)-3-triphenylmethylthiazolidine-2,4-dione), C(CCC)P(CCCC)CCCC (tributylphosphine). Solvent: C1=CC=CC=C1 (benzene). The product is N=1C(=CN2C1C=CC=C2)CCOC2=CC=C(CC1C(N(C(S1)=O)C(C1=CC=CC=C1)(C1=CC=CC=C1)C1=CC=CC=C1)=O)C=C2 (5-[4-{2-(Imidazo[1,2-a]pyridin-2-yl)ethoxy}benzyl]-3-triphenylmethylthiazolidine-2,4-dione). As a reaction SMILES: [OH:1][CH2:2][CH2:3][C:4]1[N:5]=[C:6]2[CH:11]=[CH:10][CH:9]=[CH:8][N:7]2[CH:12]=1.O[C:14]1[CH:46]=[CH:45][C:17]([CH2:18][CH:19]2[S:23][C:22](=[O:24])[N:21]([C:25]([C:38]3[CH:43]=[CH:42][CH:41]=[CH:40][CH:39]=3)([C:32]3[CH:37]=[CH:36][CH:35]=[CH:34][CH:33]=3)[C:26]3[CH:31]=[CH:30][CH:29]=[CH:28][CH:27]=3)[C:20]2=[O:44])=[CH:16][CH:15]=1.C(P(CCCC)CCCC)CCC.N(C(N1CCCCC1)=O)=NC(N1CCCCC1)=O>C1C=CC=CC=1>[N:5]1[C:4]([CH2:3][CH2:2][O:1][C:14]2[CH:46]=[CH:45][C:17]([CH2:18][CH:19]3[S:23][C:22](=[O:24])[N:21]([C:25]([C:38]4[CH:43]=[CH:42][CH:41]=[CH:40][CH:39]=4)([C:32]4[CH:33]=[CH:34][CH:35]=[CH:36][CH:37]=4)[C:26]4[CH:31]=[CH:30][CH:29]=[CH:28][CH:27]=4)[C:20]3=[O:44])=[CH:16][CH:15]=2)=[CH:12][N:7]2[CH:8]=[CH:9][CH:10]=[CH:11][C:6]=12. Reported procedure: A procedure similar to that described in Preparation 4 was repeated, except that 0.80 g of 2-(2-hydroxyethyl)imidazo[1,2-a]pyridine (prepared as described in Preparation 26), 2.79 g of 5-(4-hydroxybenzyl)-3-triphenylmethylthiazolidine-2,4-dione, 1.7 ml of tributylphosphine, 1.51 g of 1,1'-(azodicarbonyl)dipiperidine and 30 ml of benzene were used, to give the title compound as a crude product. This crude product was purified by column chromatography through silica gel, using a gradient elution m... Conditions: temperature -30 celsius, time 20 minute. The reactants are CN1CCC(CC1)=O (1-methyl-4-piperidone), [Cl-].[NH4+] (ammonium chloride), BrC1=CC(=C(C(=O)O)C=C1F)F (4-bromo-2,5-difluorobenzoic acid), C(CCC)[Li] (n-butyl lithium). The solvent is O1CCCC1 (tetrahydrofuran), O (water), O1CCCC1 (tetrahydrofuran), CCCCCC (hexane). As a reaction SMILES: Br[C:2]1[C:10]([F:11])=[CH:9][C:5]([C:6]([OH:8])=[O:7])=[C:4]([F:12])[CH:3]=1.C([Li])CCC.[CH3:18][N:19]1[CH2:24][CH2:23][C:22](=[O:25])[CH2:21][CH2:20]1.[Cl-].[NH4+]>O1CCCC1.CCCCCC.O>[F:12][C:4]1[CH:3]=[C:2]([C:22]2([OH:25])[CH2:23][CH2:24][N:19]([CH3:18])[CH2:20][CH2:21]2)[C:10]([F:11])=[CH:9][C:5]=1[C:6]([OH:8])=[O:7] |f:3.4|. Yields the product FC1=C(C(=O)O)C=C(C(=C1)C1(CCN(CC1)C)O)F (2,5-Difluoro-4-(1-methyl-4-hydroxy-4-piperidinyl)benzoic acid). Reported procedure: A solution of 1.19 g (5 mmoles) of 4-bromo-2,5-difluorobenzoic acid in 20 ml of tetrahydrofuran at -75° C. was treated with 4.2 ml of 2.4 M n-butyl lithium in hexane. The mixture was stirred 20 minutes, treated with a solution of 0.58 g (5.1 mmoles) of 1-methyl-4-piperidone in 5 ml tetrahydrofuran, stirred a further 1.5 hours, let warm to -30° C., and treated with a solution of 0.55 g (10.3 mmoles) ammonium chloride in 20 ml water. The product, the title compound, crystallized on standing.